This data is from the Open Reaction Database (ORD), a public repository of structured organic reaction records. The task is: describe an organic reaction: reactants, conditions, products, and yield As a reaction SMILES: [CH3:26][OH:27].[Cl:15][CH2:16][CH2:17][c:18]1[cH:19][cH:20][c:21]([O:24][CH3:25])[cH:22][cH:23]1.[K+:10].[K+:9].[NH2:1][CH:2]1[CH:3]([OH:8])[CH2:4][CH2:5][CH2:6][CH2:7]1.[O-:11][C:12]([O-:13])=[O:14].[O:28]=[CH:29][N:30]([CH3:31])[CH3:32]>>[NH:1]([CH:2]1[CH:3]([OH:8])[CH2:4][CH2:5][CH2:6][CH2:7]1)[CH2:16][CH2:17][c:18]1[cH:19][cH:20][c:21]([O:24][CH3:25])[cH:22][cH:23]1. The reactants are CO, COc1ccc(CCCl)cc1, [K+], [K+], NC1CCCCC1O, O=C([O-])[O-], CN(C)C=O. The product is COc1ccc(CCNC2CCCCC2O)cc1. Starting materials: CC(=O)NC1c2ccccc2-c2[nH]c(=O)c3nccn3c21, CS(C)=O, CCOC(C)=O, CC(=O)O, ClCCc1ccccc1, [H-], [Na+], O. Yields the product CC(=O)NC1(CCc2ccccc2)c2ccccc2-c2[nH]c(=O)c3nccn3c21. As a reaction SMILES: [C:1]([CH3:2])(=[O:3])[NH:4][CH:5]1[c:6]2[cH:7][cH:8][cH:9][cH:10][c:11]2-[c:12]2[nH:13][c:14](=[O:21])[c:15]3[n:16]([c:17]21)[cH:18][cH:19][n:20]3.[CH3:34][S:35](=[O:36])[CH3:37].[CH3:38][CH2:39][O:40][C:41](=[O:42])[CH3:43].[CH3:44][C:45](=[O:46])[OH:47].[Cl:24][CH2:25][CH2:26][c:27]1[cH:28][cH:29][cH:30][cH:31][cH:32]1.[H-:22].[Na+:23].[OH2:33]>>[C:1]([CH3:2])(=[O:3])[NH:4][C:5]1([CH2:25][CH2:26][c:27]2[cH:28][cH:29][cH:30][cH:31][cH:32]2)[c:6]2[cH:7][cH:8][cH:9][cH:10][c:11]2-[c:12]2[nH:13][c:14](=[O:21])[c:15]3[n:16]([c:17]21)[cH:18][cH:19][n:20]3. The solvent is CO (methanol). RXN SMILES: [Cl:1][C:2]1[CH:7]=[CH:6][CH:5]=[CH:4][C:3]=1/[CH:8]=[CH:9]/[C:10](=O)[CH3:11].Cl.[NH2:14][OH:15].[OH-].[Na+]>CO>[Cl:1][C:2]1[CH:7]=[CH:6][CH:5]=[CH:4][C:3]=1[CH:8]=[CH:9][C:10](=[N:14][OH:15])[CH3:11] |f:1.2,3.4|. Isolated yield 58.1%. Procedure: In a 250 ml single neck flask was charged 5.4 g (29.9 mmoles, 1.0 eq.) of (E)-4-(2-chlorophenyl)-3-buten-2-one and 5.2 g (75.4 mmoles, 2.5 eq) of hydroxylamine hydrochloride and 6 g of 50% sodium hydroxide (75 mmoles, 2.5 eq) and 100 ml of methanol. The reaction mixture was stirred at reflux for 2 hours. The reaction mixture was concentrated, diluted with water (50 ml), and then extracted with ethyl acetate (2×50 ml). The organic phase was dried and concentrated, to obtain 3.4 g of 4-(2-chloroph... The reactants are ClC1=C(C=CC=C1)/C=C/C(C)=O ((E)-4-(2-chlorophenyl)-3-buten-2-one), Cl.NO (hydroxylamine hydrochloride), [OH-].[Na+] (sodium hydroxide). Product: ClC1=C(C=CC=C1)C=CC(C)=NO (4-(2-chlorophenyl)-3-buten-2-one 2-oxime).